From a dataset of the Open Reaction Database (ORD), a public repository of structured organic reaction records. describe an organic reaction: reactants, conditions, products, and yield Starting materials: CS(=O)(=O)c1ccc(CBr)cc1, Cc1nc(-c2ccn[nH]2)sc1C(=O)NCc1cccnc1. RXN SMILES: [Br:22][CH2:23][c:24]1[cH:25][cH:26][c:27]([S:30](=[O:31])(=[O:32])[CH3:33])[cH:28][cH:29]1.[n:1]1[cH:2][c:3]([CH2:7][NH:8][C:9](=[O:10])[c:11]2[c:12]([CH3:21])[n:13][c:14](-[c:16]3[nH:17][n:18][cH:19][cH:20]3)[s:15]2)[cH:4][cH:5][cH:6]1>>[n:1]1[cH:2][c:3]([CH2:7][NH:8][C:9](=[O:10])[c:11]2[c:12]([CH3:21])[n:13][c:14](-[c:16]3[n:17][n:18]([CH2:23][c:24]4[cH:25][cH:26][c:27]([S:30](=[O:31])(=[O:32])[CH3:33])[cH:28][cH:29]4)[cH:19][cH:20]3)[s:15]2)[cH:4][cH:5][cH:6]1. Product: Cc1nc(-c2ccn(Cc3ccc(S(C)(=O)=O)cc3)n2)sc1C(=O)NCc1cccnc1. Reactants: CCOC(COc1ccc(C=C2SC(=O)NC2=O)cc1)OCC, C1COCCO1, [H][H]. Yields the product CCOC(COc1ccc(CC2SC(=O)NC2=O)cc1)OCC. RXN SMILES: [CH2:1]([CH3:2])[O:3][CH:4]([CH2:5][O:6][c:7]1[cH:8][cH:9][c:10]([CH:13]=[C:14]2[C:15](=[O:20])[NH:16][C:17](=[O:19])[S:18]2)[cH:11][cH:12]1)[O:21][CH2:22][CH3:23].[CH2:26]1[O:27][CH2:28][CH2:29][O:30][CH2:31]1.[H:24][H:25]>>[CH2:1]([CH3:2])[O:3][CH:4]([CH2:5][O:6][c:7]1[cH:8][cH:9][c:10]([CH2:13][CH:14]2[C:15](=[O:20])[NH:16][C:17](=[O:19])[S:18]2)[cH:11][cH:12]1)[O:21][CH2:22][CH3:23].